This data is from the Open Reaction Database (ORD), a public repository of structured organic reaction records. The task is: describe an organic reaction: reactants, conditions, products, and yield Reactants: CS(=O)c1ncc(-c2c(-c3ccc(F)cc3F)nc3occn23)cn1, NN. Product: NNc1ncc(-c2c(-c3ccc(F)cc3F)nc3occn23)cn1. As a reaction SMILES: [F:1][c:2]1[c:3](-[c:9]2[n:10][c:11]3[o:12][cH:13][cH:14][n:15]3[c:16]2-[c:17]2[cH:18][n:19][c:20]([S:23]([CH3:24])=[O:25])[n:21][cH:22]2)[cH:4][cH:5][c:6]([F:8])[cH:7]1.[NH2:26][NH2:27]>>[F:1][c:2]1[c:3](-[c:9]2[n:10][c:11]3[o:12][cH:13][cH:14][n:15]3[c:16]2-[c:17]2[cH:18][n:19][c:20]([NH:26][NH2:27])[n:21][cH:22]2)[cH:4][cH:5][c:6]([F:8])[cH:7]1. The reactants are CO, Cl, COC(=O)c1ccc(N)c(NC(=O)c2ccc(OC)cc2)c1, [Na+], [OH-]. Product: COc1ccc(C(=O)Nc2cc(C(=O)O)ccc2N)cc1. Reaction SMILES: [CH3:26][OH:27].[ClH:25].[NH2:1][c:2]1[c:3]([NH:12][C:13]([c:14]2[cH:15][cH:16][c:17]([O:20][CH3:21])[cH:18][cH:19]2)=[O:22])[cH:4][c:5]([C:6](=[O:7])[O:8][CH3:9])[cH:10][cH:11]1.[Na+:24].[OH-:23]>>[NH2:1][c:2]1[c:3]([NH:12][C:13]([c:14]2[cH:15][cH:16][c:17]([O:20][CH3:21])[cH:18][cH:19]2)=[O:22])[cH:4][c:5]([C:6](=[O:7])[OH:8])[cH:10][cH:11]1. Starting materials: [O-]S(=O)(=O)[O-].[Ca+2] (Drierite), C(C)O (ethanol), acid chloride, ( 0.20 ), C(C1=CC=C(C(=O)Cl)C=C1)(=O)Cl (terephthaloyl chloride), C1(=CC=CC=C1)C (toluene). Reaction conditions: temperature 62.5 celsius. Yields the product C(C1=CC=C(C(=O)OCC)C=C1)(=O)OCC (diethyl terephthalate). The yield is 86.0%. As a reaction SMILES: [O-:1]S([O-])(=O)=O.[Ca+2].[C:7](Cl)(=[O:17])[C:8]1[CH:16]=[CH:15][C:11]([C:12](Cl)=[O:13])=[CH:10][CH:9]=1.[CH2:19]([OH:21])[CH3:20].[C:22]1([CH3:28])C=CC=CC=1>>[C:7]([O:17][CH2:22][CH3:28])(=[O:1])[C:8]1[CH:16]=[CH:15][C:11]([C:12]([O:21][CH2:19][CH3:20])=[O:13])=[CH:10][CH:9]=1 |f:0.1|. Procedure: Into a 250 ml three-necked round bottom flask equipped with a mechanical stirrer and reflux condenser topped with a drying tube containing indicating Drierite® were added 100 ml of toluene and 40.6 grams (0.20) mole of terephthaloyl chloride. To this solution was added dropwise 18.4 grams (0.40 mole) of ethanol. The reaction solution was heated for two hours at 60-65° C. After this heating period IR analysis showed the complete disappearance of the acid chloride stretch at 1775 cm-1. The reactio...